This data is from the Open Reaction Database (ORD), a public repository of structured organic reaction records. The task is: describe an organic reaction: reactants, conditions, products, and yield Starting materials: C(C)N(C(=O)C=1C=NC(=NC1)C1(CCN(CC1)CC(CCC)C)C=1C=C(C=CC1)OS(=O)(=O)C(F)(F)F)CC (Trifluoro-methanesulfonic acid 3-[4-(5-diethylcarbamoyl-pyrimidin-2-yl)-1-(2-methyl-pentyl)-piperidin-4-yl]-phenyl ester), tetrakistriphenylphosphine palladium (0), CN(C)C=O (DMF). Reagents/catalysts: [C-]#N.[Zn+2].[C-]#N (zinc cyanide). Run at temperature 80 celsius. Product: C(C)N(C(=O)C=1C=NC(=NC1)C1(CCN(CC1)CC(CCC)C)C1=CC(=CC=C1)C#N)CC (2-[4-(3-Cyano-phenyl)-1-(2-mehtyl-pentyl)-piperidin-4-yl]-pyrimidine-5-carboxylic Acid Diethylamide). The yield is 84.0%. RXN SMILES: [CH2:1]([N:3]([CH2:38][CH3:39])[C:4]([C:6]1[CH:7]=[N:8][C:9]([C:12]2([C:24]3[CH:25]=[C:26](OS(C(F)(F)F)(=O)=O)[CH:27]=[CH:28][CH:29]=3)[CH2:17][CH2:16][N:15]([CH2:18][CH:19]([CH3:23])[CH2:20][CH2:21][CH3:22])[CH2:14][CH2:13]2)=[N:10][CH:11]=1)=[O:5])[CH3:2].[CH3:40][N:41](C=O)C>[C-]#N.[Zn+2].[C-]#N>[CH2:38]([N:3]([CH2:1][CH3:2])[C:4]([C:6]1[CH:11]=[N:10][C:9]([C:12]2([C:24]3[CH:29]=[CH:28][CH:27]=[C:26]([C:40]#[N:41])[CH:25]=3)[CH2:13][CH2:14][N:15]([CH2:18][CH:19]([CH3:23])[CH2:20][CH2:21][CH3:22])[CH2:16][CH2:17]2)=[N:8][CH:7]=1)=[O:5])[CH3:39] |f:2.3.4|. Procedure: A stirring solution of Trifluoro-methanesulfonic acid 3-[4-(5-diethylcarbamoyl-pyrimidin-2-yl)-1-(2-methyl-pentyl)-piperidin-4-yl]-phenyl ester (260 mg, 0.46 mmol), zinc cyanide (Zn(CN)2) (81 mg, 0.69 mmol) and tetrakistriphenylphosphine palladium (0) (266 mg, 0.23 mmol) in 8 mL DMF was cooled to −78° C. and de-oxygenated via a freeze-thaw process. The reaction mixture was heated to 80° C. for 1.5 hours, cooled to room temperature and filtered. The resulting solution was partitioned between EtOA... Starting materials: [OH-].[Na+] (NaOH), COC(C1=CC(=C(C(=C1)C)Br)[N+](=O)[O-])=O (4-Bromo-5-methyl-3-nitrobenzoic acid methyl ester), Cl (HCl). The solvent is CCOC(=O)C (EtOAc), CO (MeOH). Reaction conditions: time 12 hour. The product is BrC1=C(C=C(C(=O)O)C=C1C)[N+](=O)[O-] (4-Bromo-5-methyl-3-nitrobenzoic acid). Yield: 47.0%. As a reaction SMILES: C[O:2][C:3](=[O:15])[C:4]1[CH:9]=[C:8]([CH3:10])[C:7]([Br:11])=[C:6]([N+:12]([O-:14])=[O:13])[CH:5]=1.[OH-].[Na+].Cl>CO.CCOC(C)=O>[Br:11][C:7]1[C:8]([CH3:10])=[CH:9][C:4]([C:3]([OH:15])=[O:2])=[CH:5][C:6]=1[N+:12]([O-:14])=[O:13] |f:1.2|. Procedure: 4-Bromo-5-methyl-3-nitrobenzoic acid methyl ester ((Example 294: step a (11.6 g, 42.3 mmol) was dissolved in MeOH (400 mL) at rt and 2N NaOH (43 mL) was added dropwise over 30 min via addition funnel. The solution was stirred for 12 hr during which, precipitate appeared, and sm disappeared (TLC shows only baseline spot in 30% EtOAc). The pH was adjusted to ˜2 with conc HCl and the methanol was removed in vacuo. EtOAc (300 mL) was added to the aqueous slurry and the layers were separated. The aqu... Procedure details: A mixture of 2.66 grams (8.42 m moles) of 7-chloro-3-methyl-2-(methylthio)-5-phenyl-3H-1,3,4-benzotriazepine, 1.0 grams (9.32 m moles) of aminoacetaldehyde dimethyl acetal (98%), and 10 ml of 2-ethoxyethanol was stirred and refluxed under nitrogen for about 18 hours. The solvent was removed in vacuo on a rotary evaporator, and the residue was dissolved in diethyl ether. The resulting solution was washed in water, dried with magnesium sulfate and concentrated in vacuo. The dark residue was found ... Reaction SMILES: Cl[C:2]1[CH:3]=[CH:4][C:5]2[N:11]=[C:10](SC)[N:9](C)[N:8]=[C:7](C3C=CC=CC=3)[C:6]=2[CH:21]=1.[CH3:22][O:23][CH:24]([O:27][CH3:28])[CH2:25][NH2:26]>C(OCCO)C>[CH3:22][O:23][CH:24]([O:27][CH3:28])[CH2:25][NH:26][C:10]1[NH:11][C:5]2[CH:4]=[CH:3][CH:2]=[CH:21][C:6]=2[CH:7]=[N:8][N:9]=1. The product is COC(CNC=1NC2=C(C=NN1)C=CC=C2)OC (dimethoxyethylamino-1,3,4-benzotriazepine). The reactants are ClC=1C=CC2=C(C(=NN(C(=N2)SC)C)C2=CC=CC=C2)C1 (7-chloro-3-methyl-2-(methylthio)-5-phenyl-3H-1,3,4-benzotriazepine), COC(CN)OC (aminoacetaldehyde dimethyl acetal). The solvent is C(C)OCCO (2-ethoxyethanol). Starting materials: CC1([C@@H]([C@@H]1\C=C(\C(OC)=O)/Br)C(=O)OC(C)(C)C)C (tert.-butyl (1R,cis) 2,2-dimethyl-3(Z)-[2-bromo-3-oxo-3-methoxy-propenyl]-cyclopropane-1-carboxylate), C1(=CC=CC=C1)C (toluene), O.C1(=CC=C(C=C1)S(=O)(=O)O)C (p-toluene sulfonic acid monohydrate). The solvent is CCOCC (ether). Reaction conditions: temperature 20 celsius. Yields the product CC1([C@@H]([C@@H]1\C=C(\C(OC)=O)/Br)C(=O)O)C ((1R,cis) 2,2-dimethyl-3(Z)-[2-bromo-3-oxo-3-methoxy-propenyl]-cyclopropane-1-carboxylic acid). Isolated yield 105.7%. Reaction SMILES: [CH3:1][C:2]1([CH3:19])[C@@H:4](/[CH:5]=[C:6](\[Br:11])/[C:7](=[O:10])[O:8][CH3:9])[C@H:3]1[C:12]([O:14]C(C)(C)C)=[O:13].C1(C)C=CC=CC=1.O.C1(C)C=CC(S(O)(=O)=O)=CC=1>CCOCC>[CH3:1][C:2]1([CH3:19])[C@@H:4](/[CH:5]=[C:6](\[Br:11])/[C:7](=[O:10])[O:8][CH3:9])[C@H:3]1[C:12]([OH:14])=[O:13] |f:2.3|. Reported procedure: A mixture of 3.3 g of the product of Step B, 30 ml of toluene and 0.33 g of p-toluene sulfonic acid monohydrate was refluxed until gas evolution ceased and was cooled to 20° C. and diluted with ether. The ether phase was washed with water, dried and evaporated to dryness at 40° C. under reduced pressure to obtain 2.9 g of (1R,cis) 2,2-dimethyl-3(Z)-[2-bromo-3-oxo-3-methoxy-propenyl]-cyclopropane-1-carboxylic acid. Reactants: C(#N)C1=CC=C(C=C1)NN1N=CN=C1 (1-[N-(4-cyanophenyl)amino]-1H-1,2,4-triazole), BrCC=1C=CC=2C(=NON2)C1 (5-bromomethylbenzofurazan). Product: C(#N)C1=CC=C(C=C1)N(N1N=CN=C1)CC=1C=CC=2C(=NON2)C1 (5-[[N-(4-cyanophenyl)-N-(1H-1,2,4-triazol-1-yl)-amino]methyl]benzofurazan). As a reaction SMILES: [C:1]([C:3]1[CH:8]=[CH:7][C:6]([NH:9][N:10]2[CH:14]=[N:13][CH:12]=[N:11]2)=[CH:5][CH:4]=1)#[N:2].Br[CH2:16][C:17]1[CH:18]=[CH:19][C:20]2[C:21]([CH:25]=1)=[N:22][O:23][N:24]=2>>[C:1]([C:3]1[CH:8]=[CH:7][C:6]([N:9]([CH2:16][C:17]2[CH:18]=[CH:19][C:20]3[C:21]([CH:25]=2)=[N:22][O:23][N:24]=3)[N:10]2[CH:14]=[N:13][CH:12]=[N:11]2)=[CH:5][CH:4]=1)#[N:2]. Procedure details: Starting Compounds: 1-[N-(4-cyanophenyl)amino]-1H-1,2,4-triazole and 5-bromomethylbenzofurazan Starting materials: COCN1C(=NC2=C1C=CC=C2)C(=O)C2CC(C2)NC2=NC=CC=C2[N+](=O)[O-] ((1-(methoxymethyl)-1H-benzo[d]imidazol-2-yl)(3-((3-nitropyridin-2-yl)amino)-cyclobutyl)methanone), Cl (hydrochloric acid). The solvent is O1CCCC1 (tetrahydrofuran). Conditions: time 1 hour. Product: N1C(=NC2=C1C=CC=C2)C(=O)C2CC(C2)NC2=NC=CC=C2[N+](=O)[O-] ((1H-benzo[d]imidazol-2-yl)(3-((3-nitropyridin-2-yl)amino)cyclobutyl)methanone). Isolated yield 92.9%. As a reaction SMILES: COC[N:4]1[C:8]2[CH:9]=[CH:10][CH:11]=[CH:12][C:7]=2[N:6]=[C:5]1[C:13]([CH:15]1[CH2:18][CH:17]([NH:19][C:20]2[C:25]([N+:26]([O-:28])=[O:27])=[CH:24][CH:23]=[CH:22][N:21]=2)[CH2:16]1)=[O:14].Cl>O1CCCC1>[NH:4]1[C:8]2[CH:9]=[CH:10][CH:11]=[CH:12][C:7]=2[N:6]=[C:5]1[C:13]([CH:15]1[CH2:18][CH:17]([NH:19][C:20]2[C:25]([N+:26]([O-:28])=[O:27])=[CH:24][CH:23]=[CH:22][N:21]=2)[CH2:16]1)=[O:14]. Reported procedure: To a solution of (1-(methoxymethyl)-1H-benzo[d]imidazol-2-yl)(3-((3-nitropyridin-2-yl)amino)-cyclobutyl)methanone (534 mg, 1.40 mmol) in tetrahydrofuran (20 mL) at room temperature was added concentrated hydrochloric acid (20 mL). The reaction mixture was stirred at room temperature for 1 hour and then heated at 60° C. for 6 hours. The mixture was partially concentrated, neutralized with aqueous saturated sodium bicarbonate and diluted with ethyl acetate. The aqueous phase was extracted with eth... Reactants: BrC(C(=O)OCC)(C)C (ethyl 2-bromoisobutyrate), BrC(C(=O)OCC)(C)C (Ethyl 2-bromoisobutyrate), CS (methanethiol), [OH-].[K+] (potassium hydroxide). The solvent is C(C)O (ethyl alcohol). Yields the product C(C)OC(C(C)(SC)C)=O (2-methyl-2-(methylthio)-propanoic acid ethyl ester). Reaction SMILES: Br[C:2]([CH3:9])([CH3:8])[C:3]([O:5][CH2:6][CH3:7])=[O:4].[CH3:10][SH:11].[OH-].[K+]>C(O)C>[CH2:6]([O:5][C:3](=[O:4])[C:2]([CH3:9])([S:11][CH3:10])[CH3:8])[CH3:7] |f:2.3|. Reported procedure: Ethyl 2-bromoisobutyrate (40.0 g, 0.205 mole), methanethiol (1.09 g, 0.0226 mole), potassium hydroxide (14.4 g, 0.226 mole,), ethyl alcohol (100 g), refluxed reaction mixture until peak for ethyl 2-bromoisobutyrate is no longer detectable by gas chromatography. Distill to purify. The reactants are CC1=C(N)C=CC(=C1)F (2-methyl-4-fluoroaniline), C(C)C1=CC(=NC(=N1)Cl)N1CC2=CC=CC=C2CC1 (6-ethyl-4-(1,2,3,4-tetrahydroisoquinoline-2-yl)-2-chloropyrimidine). Solvent: CN(C=O)C (dimethylformamide). Product: Cl.C(C)C1=CC(=NC(=N1)NC1=C(C=C(C=C1)F)C)N1CC2=CC=CC=C2CC1 (6-Ethyl-2-(2-methyl-4-fluorophenylamino)-4-(1,2,3,4-tetrahydroisoquinolin-2-yl)pyrimidine hydrochloride). Yield: 53.9%. As a reaction SMILES: [CH3:1][C:2]1[CH:8]=[C:7]([F:9])[CH:6]=[CH:5][C:3]=1[NH2:4].[CH2:10]([C:12]1[N:17]=[C:16]([Cl:18])[N:15]=[C:14]([N:19]2[CH2:28][CH2:27][C:26]3[C:21](=[CH:22][CH:23]=[CH:24][CH:25]=3)[CH2:20]2)[CH:13]=1)[CH3:11]>CN(C)C=O>[ClH:18].[CH2:10]([C:12]1[N:17]=[C:16]([NH:4][C:3]2[CH:5]=[CH:6][C:7]([F:9])=[CH:8][C:2]=2[CH3:1])[N:15]=[C:14]([N:19]2[CH2:28][CH2:27][C:26]3[C:21](=[CH:22][CH:23]=[CH:24][CH:25]=3)[CH2:20]2)[CH:13]=1)[CH3:11] |f:3.4|. Procedure details: After 2-methyl-4-fluoroaniline(0.57 ml, 5.13 mmol) was added to a mixture solution of 6-ethyl-4-(1,2,3,4-tetrahydroisoquinoline-2-yl)-2-chloropyrimidine(0.7 g, 2.56 mmol) and dimethylformamide(5 ml), 0.55 g of the titled compound was obtained in accordance with the same procedure as in Step 2 of Example 1. Product: COC(=O)c1nc(Cl)c(N2CCC(=NOC3CCN(C(=O)OC(C)C)CC3)CC2)nc1Cl. RXN SMILES: [CH3:21][O:22][C:23](=[O:24])[c:25]1[n:26][c:27]([Cl:33])[c:28]([Cl:32])[n:29][c:30]1[Cl:31].[CH3:43][S:44]([CH3:45])=[O:46].[CH:34]([N:35]([CH:36]([CH3:37])[CH3:38])[CH2:39][CH3:40])([CH3:41])[CH3:42].[NH:1]1[CH2:2][CH2:3][C:4](=[N:7][O:8][CH:9]2[CH2:10][CH2:11][N:12]([C:15](=[O:16])[O:17][CH:18]([CH3:19])[CH3:20])[CH2:13][CH2:14]2)[CH2:5][CH2:6]1.[Na+:51].[O-:47][C:48]([OH:49])=[O:50]>>[N:1]1([c:28]2[c:27]([Cl:33])[n:26][c:25]([C:23]([O:22][CH3:21])=[O:24])[c:30]([Cl:31])[n:29]2)[CH2:2][CH2:3][C:4](=[N:7][O:8][CH:9]2[CH2:10][CH2:11][N:12]([C:15](=[O:16])[O:17][CH:18]([CH3:19])[CH3:20])[CH2:13][CH2:14]2)[CH2:5][CH2:6]1. Reactants: COC(=O)c1nc(Cl)c(Cl)nc1Cl, CS(C)=O, CCN(C(C)C)C(C)C, CC(C)OC(=O)N1CCC(ON=C2CCNCC2)CC1, [Na+], O=C([O-])O.